Dataset: the Open Reaction Database (ORD), a public repository of structured organic reaction records. Task: describe an organic reaction: reactants, conditions, products, and yield The reactants are C=1(C(OC)=CC=CC1)OC (veratrole), [Li]CCCC (n-BuLi), solution ii, CCCCCC (hexane), FC1=CC=C(C=C1)CCN1CCC(CC1)C=O (1-[2-(4-fluorophenyl)ethyl]-4-piperidinecarboxaldehyde). Run in C1CCOC1 (THF), C1CCOC1 (THF). Conditions: temperature -78 celsius, time 2.5 hour. Product: COC1=C(C=CC=C1OC)C(O)C1CCN(CC1)CCC1=CC=C(C=C1)F (racemic alpha(2,3-dimethoxyphenyl)-1-[2-(4-fluorophenyl)ethyl]-4-piperidinemethanol). RXN SMILES: [C:1]1([O:9][CH3:10])[C:2](=[CH:5][CH:6]=[CH:7][CH:8]=1)[O:3][CH3:4].[Li]CCCC.CCCCCC.[F:22][C:23]1[CH:28]=[CH:27][C:26]([CH2:29][CH2:30][N:31]2[CH2:36][CH2:35][CH:34]([CH:37]=[O:38])[CH2:33][CH2:32]2)=[CH:25][CH:24]=1>C1COCC1>[CH3:4][O:3][C:2]1[C:1]([O:9][CH3:10])=[CH:8][CH:7]=[CH:6][C:5]=1[CH:37]([CH:34]1[CH2:35][CH2:36][N:31]([CH2:30][CH2:29][C:26]2[CH:27]=[CH:28][C:23]([F:22])=[CH:24][CH:25]=2)[CH2:32][CH2:33]1)[OH:38]. Reported procedure: To a stirred solution of veratrole (0.93 g, 6.7 mmol) in THF (20 mL) under argon at 0° C. was added n-BuLi (2.7 mL of a 2.5 M solution ii hexane, 6.75 mmol). After stirring 2.5 h, the solution was cooled to -78° C. and treated with 1-[2-(4-fluorophenyl)ethyl]-4-piperidinecarboxaldehyde (1.30 g, 5.5 mmol) in THF (25 mL) via an addition funnel. The cooling bath was removed and the solution was allowed to stir for 2 hours. Water was added, the layers separated, and the aqueous layer was extracted w...